This data is from the Open Reaction Database (ORD), a public repository of structured organic reaction records. The task is: describe an organic reaction: reactants, conditions, products, and yield The reactants are ClC1=NC(=C(C(=C1C#N)C1=CC=C(C=C1)OCCO)C#N)SCC=1N=C(SC1)C1=CC=C(C=C1)Cl (2-Chloro-6-({(2-(4-chlorophenyl)-1,3-thiazol-4-yl)methyl}sulfanyl)-4-(4-(2-hydroxyethoxy)phenyl)pyridine-3,5-dicarbonitrile), C(CC)N (n-propylamine). Solvent: C1CCOC1 (THF). Product: ClC1=CC=C(C=C1)C=1SC=C(N1)CSC1=NC(=C(C(=C1C#N)C1=CC=C(C=C1)OCCO)C#N)NCCC (2-({(2-(4-Chlorophenyl)-1,3-thiazol-4-yl)methyl}sulfanyl)-4-(4-(2-hydroxyethoxy)phenyl)-6-(propylamino)pyridine-3,5-dicarbonitrile). As a reaction SMILES: Cl[C:2]1[C:7]([C:8]#[N:9])=[C:6]([C:10]2[CH:15]=[CH:14][C:13]([O:16][CH2:17][CH2:18][OH:19])=[CH:12][CH:11]=2)[C:5]([C:20]#[N:21])=[C:4]([S:22][CH2:23][C:24]2[N:25]=[C:26]([C:29]3[CH:34]=[CH:33][C:32]([Cl:35])=[CH:31][CH:30]=3)[S:27][CH:28]=2)[N:3]=1.[CH2:36]([NH2:39])[CH2:37][CH3:38]>C1COCC1>[Cl:35][C:32]1[CH:31]=[CH:30][C:29]([C:26]2[S:27][CH:28]=[C:24]([CH2:23][S:22][C:4]3[C:5]([C:20]#[N:21])=[C:6]([C:10]4[CH:11]=[CH:12][C:13]([O:16][CH2:17][CH2:18][OH:19])=[CH:14][CH:15]=4)[C:7]([C:8]#[N:9])=[C:2]([NH:39][CH2:36][CH2:37][CH3:38])[N:3]=3)[N:25]=2)=[CH:34][CH:33]=1. Procedure: At RT, 100 mg (0.19 mmol) of 2-chloro-6-({(2-(4-chlorophenyl)-1,3-thiazol-4-yl)methyl}sulfanyl)-4-(4-(2-hydroxyethoxy)phenyl)pyridine-3,5-dicarbonitrile (Example 2A) and 30 μl (0.37 mmol) of n-propylamine were stirred in 2.5 ml of THF for 2 h. The reaction mixture was then purified by preparative HPLC (acetonitrile/water+0.1% TFA). This gave 67 mg (64% of theory) of the target compound. Reactants: C1CCNCC1, O=S(=O)(O)Cl, Nc1ncc(-c2ccc3nccc(-c4ccncc4)c3c2)cc1S(=O)(=O)Cl, C1COCCO1, c1ccncc1. Yields the product Nc1ncc(-c2ccc3nccc(-c4ccncc4)c3c2)cc1S(=O)(=O)N1CCCCC1. As a reaction SMILES: [CH2:34]1[CH2:35][CH2:36][NH:37][CH2:38][CH2:39]1.[Cl:46][S:47]([OH:48])(=[O:49])=[O:50].[NH2:1][c:2]1[n:3][cH:4][c:5](-[c:12]2[cH:13][c:14]3[c:15](-[c:22]4[cH:23][cH:24][n:25][cH:26][cH:27]4)[cH:16][cH:17][n:18][c:19]3[cH:20][cH:21]2)[cH:6][c:7]1[S:8](=[O:9])(=[O:10])[Cl:11].[O:28]1[CH2:29][CH2:30][O:31][CH2:32][CH2:33]1.[cH:40]1[cH:41][cH:42][n:43][cH:44][cH:45]1>>[NH2:1][c:2]1[n:3][cH:4][c:5](-[c:12]2[cH:13][c:14]3[c:15](-[c:22]4[cH:23][cH:24][n:25][cH:26][cH:27]4)[cH:16][cH:17][n:18][c:19]3[cH:20][cH:21]2)[cH:6][c:7]1[S:8](=[O:9])(=[O:10])[N:37]1[CH2:36][CH2:35][CH2:34][CH2:39][CH2:38]1. The reactants are C(C)(C)N(CC)C(C)C (IPEA), C1COC(=O)N1P(=O)(N2CCOC2=O)Cl (BOPCl), ClCCCC(C(=O)O)C1CCCCC1 (5-chloro-2-cyclohexyl-valeric acid), C(NN)(=O)OC(C)(C)C (tert-butyl carbazate). Run in C(Cl)Cl (methylene chloride), O (water), C(C)(=O)OCC (Ethyl acetate). Conditions: time 5.5 hour. The product is ClCCCC(C(=O)NNC(=O)OC(C)(C)C)C1CCCCC1 (tert-butyl N′-(5-chloro-2-cyclohexyl-pentanoyl)-hydrazinecarboxylate). Yield: 36.0%. Reaction SMILES: C(N(C(C)C)CC)(C)C.C1N(P(Cl)(N2C(=O)OCC2)=O)C(=O)OC1.[Cl:25][CH2:26][CH2:27][CH2:28][CH:29]([CH:33]1[CH2:38][CH2:37][CH2:36][CH2:35][CH2:34]1)[C:30]([OH:32])=O.[C:39]([O:43][C:44]([CH3:47])([CH3:46])[CH3:45])(=[O:42])[NH:40][NH2:41]>C(Cl)Cl.O.C(OCC)(=O)C>[Cl:25][CH2:26][CH2:27][CH2:28][CH:29]([CH:33]1[CH2:38][CH2:37][CH2:36][CH2:35][CH2:34]1)[C:30]([NH:41][NH:40][C:39]([O:43][C:44]([CH3:47])([CH3:46])[CH3:45])=[O:42])=[O:32]. Procedure details: IPEA (0.68 ml) and BOPCl (496 mg) were added to a solution of 5-chloro-2-cyclohexyl-valeric acid (285 mg) and tert-butyl carbazate (215 mg) in methylene chloride (2.5 ml), and the reaction solution was stirred at room temperature for 5.5 hours. Ethyl acetate and water were added to the reaction solution, and the organic layer was separated. The organic layer was sequentially washed with 1 N hydrochloric acid, water, a saturated sodium bicarbonate solution and brine, dried over anhydrous magnesiu... The reactants are CCCC[N+](CCCC)(CCCC)Cc1ccccc1, Cc1ccccc1, CNC, [Cl-], Cl, O=Cc1ccc(F)cc1, N#C[Na], O. The product is CN(C)C(C#N)c1ccc(F)cc1. As a reaction SMILES: [CH2:18]([N+:19]([CH2:20][CH2:21][CH2:22][CH3:23])([CH2:24][CH2:25][CH2:26][CH3:27])[CH2:28][CH2:29][CH2:30][CH3:31])[c:32]1[cH:33][cH:34][cH:35][cH:36][cH:37]1.[CH3:39][c:40]1[cH:41][cH:42][cH:43][cH:44][cH:45]1.[CH3:5][NH:6][CH3:7].[Cl-:17].[ClH:4].[F:8][c:9]1[cH:10][cH:11][c:12]([CH:13]=[O:14])[cH:15][cH:16]1.[Na:1][C:2]#[N:3].[OH2:38]>>[C:2](#[N:3])[CH:13]([N:6]([CH3:5])[CH3:7])[c:12]1[cH:11][cH:10][c:9]([F:8])[cH:16][cH:15]1.